This data is from the Open Reaction Database (ORD), a public repository of structured organic reaction records. The task is: describe an organic reaction: reactants, conditions, products, and yield Starting materials: C(C)OC(C(C1=CC=C(C=C1)OCCCCCCC1=C(C(=CC=C1)OCC1=CC=CC=C1)OCC1=CC=CC=C1)=O)=O (4-[6-[2,3-bis-(Phenylmethoxy)phenyl]hexyloxy]-alpha-oxobenzeneacetic acid ethyl ester), C([O-])([O-])=O.[Na+].[Na+] (sodium carbonate). The solvent is CO (methanol), O (water). Conditions: time 3 hour. The product is C1(=CC=CC=C1)COC1=C(C=CC=C1OCC1=CC=CC=C1)CCCCCCOC1=CC=C(C=C1)C(C(=O)O)=O (4-[6-[2,3-bis-(phenylmethoxy)phenyl]hexyloxy]-alpha-oxobenzeneacetic acid). Isolated yield 84.2%. Reaction SMILES: C([O:3][C:4](=[O:42])[C:5](=[O:41])[C:6]1[CH:11]=[CH:10][C:9]([O:12][CH2:13][CH2:14][CH2:15][CH2:16][CH2:17][CH2:18][C:19]2[CH:24]=[CH:23][CH:22]=[C:21]([O:25][CH2:26][C:27]3[CH:32]=[CH:31][CH:30]=[CH:29][CH:28]=3)[C:20]=2[O:33][CH2:34][C:35]2[CH:40]=[CH:39][CH:38]=[CH:37][CH:36]=2)=[CH:8][CH:7]=1)C.C(=O)([O-])[O-].[Na+].[Na+]>CO.O>[C:35]1([CH2:34][O:33][C:20]2[C:21]([O:25][CH2:26][C:27]3[CH:32]=[CH:31][CH:30]=[CH:29][CH:28]=3)=[CH:22][CH:23]=[CH:24][C:19]=2[CH2:18][CH2:17][CH2:16][CH2:15][CH2:14][CH2:13][O:12][C:9]2[CH:8]=[CH:7][C:6]([C:5](=[O:41])[C:4]([OH:42])=[O:3])=[CH:11][CH:10]=2)[CH:40]=[CH:39][CH:38]=[CH:37][CH:36]=1 |f:1.2.3|. Procedure details: 4-[6-[2,3-bis-(Phenylmethoxy)phenyl]hexyloxy]-alpha-oxobenzeneacetic acid ethyl ester (0.5 g) in methanol (50 mL) was treated with sodium carbonate (0.121 g) in water (2 mL), and the reaction was stirred at room temperature for 3 hours. After the solvents were removed in vacuo, dichloromethane and water were added and the mixture was acidified with 3N hydrochloric acid. The dried (Na2SO4) organic layer was evaporated to yield 0.4 g of 4-[6-[2,3-bis-(phenylmethoxy)phenyl]hexyloxy]-alpha-oxobenzen... Reactants: C(C)(C)(C)OC([C@H]1N(CCC1)C(C(CSC(C)=O)C(F)(F)F)=O)=O (1-(3-Acetylthio-2-trifluoromethylpropanoyl)-L-proline tert-butyl ester). Run in C1(=CC=CC=C1)OC (anisole), FC(C(=O)O)(F)F (trifluoroacetic acid). Yields the product C(C)(=O)SCC(C(=O)N1[C@H](C(=O)O)CCC1)C(F)(F)F (1-(3-acetylthio-2-trifluoromethylpropanoyl)-L-proline). Reaction SMILES: C([O:5][C:6](=[O:24])[C@@H:7]1[CH2:11][CH2:10][CH2:9][N:8]1[C:12](=[O:23])[CH:13]([C:19]([F:22])([F:21])[F:20])[CH2:14][S:15][C:16](=[O:18])[CH3:17])(C)(C)C>C1(OC)C=CC=CC=1.FC(F)(F)C(O)=O>[C:16]([S:15][CH2:14][CH:13]([C:19]([F:20])([F:21])[F:22])[C:12]([N:8]1[CH2:9][CH2:10][CH2:11][C@H:7]1[C:6]([OH:24])=[O:5])=[O:23])(=[O:18])[CH3:17]. Procedure: 1-(3-Acetylthio-2-trifluoromethylpropanoyl)-L-proline tert-butyl ester (8 g.) is dissolved in a mixture of anisole (55 ml.) and trifluoroacetic acid (110 ml.). After one hour storage at room temperature the solvent is removed in vacuo and the residue is precipitated several times from ether-hexane to give 1-(3-acetylthio-2-trifluoromethylpropanoyl)-L-proline.